This data is from the Open Reaction Database (ORD), a public repository of structured organic reaction records. The task is: describe an organic reaction: reactants, conditions, products, and yield The reactants are CNC, [Cl-], CC(C)CN(C)c1cc2c(cc1Cl)NC(=O)CC(c1cccc(-n3nncc3CO)c1)=N2, ClCCl, CN(C)C=O, O=S(Cl)Cl. As a reaction SMILES: [CH3:38][NH:39][CH3:40].[Cl-:37].[Cl:1][c:2]1[c:3]([N:27]([CH3:28])[CH2:29][CH:30]([CH3:31])[CH3:32])[cH:4][c:5]2[c:6]([cH:26]1)[NH:7][C:8](=[O:25])[CH2:9][C:10]([c:12]1[cH:13][c:14](-[n:18]3[n:19][n:20][cH:21][c:22]3[CH2:23][OH:24])[cH:15][cH:16][cH:17]1)=[N:11]2.[Cl:41][CH2:42][Cl:43].[O:44]=[CH:45][N:46]([CH3:47])[CH3:48].[S:33]([Cl:34])([Cl:35])=[O:36]>>[Cl:1][c:2]1[c:3]([N:27]([CH3:28])[CH2:29][CH:30]([CH3:31])[CH3:32])[cH:4][c:5]2[c:6]([cH:26]1)[NH:7][C:8](=[O:25])[CH2:9][C:10]([c:12]1[cH:13][c:14](-[n:18]3[n:19][n:20][cH:21][c:22]3[CH2:23][N:39]([CH3:38])[CH3:40])[cH:15][cH:16][cH:17]1)=[N:11]2. Product: CC(C)CN(C)c1cc2c(cc1Cl)NC(=O)CC(c1cccc(-n3nncc3CN(C)C)c1)=N2. The reactants are FC1=C(C=CC(=C1)F)[C@]1(OC1)[C@H](C)O ((1S)-1-[(2R)-2-(2,4-difluorophenyl)-2-oxiranyl]ethanol), FC(OC1=CC=C(C=C1)N1C(NN=C1)=O)(F)F (4-(4-trifluoromethoxyphenyl)-3(2H,4H)-1,2,4-triazolone). The product is FC1=C(C=CC(=C1)F)[C@]1([C@@H](C)N2N=CN(C2=O)C2=CC=C(C=C2)OC(F)(F)F)CO1 (2-[(1R,2S)-2-(2,4-difluorophenyl)-2,3-epoxy-1-methylpropyl]-4-(4-trifluoromethoxyphenyl)-3(2H,4H)-1,2,4-triazolone). The yield is 62.5%. RXN SMILES: [F:1][C:2]1[CH:7]=[C:6]([F:8])[CH:5]=[CH:4][C:3]=1[C@:9]1([C@@H:12](O)[CH3:13])[CH2:11][O:10]1.[F:15][C:16]([F:31])([F:30])[O:17][C:18]1[CH:23]=[CH:22][C:21]([N:24]2[CH:28]=[N:27][NH:26][C:25]2=[O:29])=[CH:20][CH:19]=1>>[F:1][C:2]1[CH:7]=[C:6]([F:8])[CH:5]=[CH:4][C:3]=1[C@:9]1([O:10][CH2:11]1)[C@H:12]([N:26]1[C:25](=[O:29])[N:24]([C:21]2[CH:20]=[CH:19][C:18]([O:17][C:16]([F:15])([F:31])[F:30])=[CH:23][CH:22]=2)[CH:28]=[N:27]1)[CH3:13]. Procedure details: In the same manner as in Reference Example 5, starting from 1.36 g of (1S)-1-[(2R)-2-(2,4-difluorophenyl)-2-oxiranyl]ethanol and 1.33 g of 4-(4-trifluoromethoxyphenyl)-3(2H,4H)-1,2,4-triazolone, 2-[(1R,2S)-2-(2,4-difluorophenyl)-2,3-epoxy-1-methylpropyl]-4-(4-trifluoromethoxyphenyl)-3(2H,4H)-1,2,4-triazolone (1.45 g) was obtained as colorless prisms.